From a dataset of the Open Reaction Database (ORD), a public repository of structured organic reaction records. describe an organic reaction: reactants, conditions, products, and yield Reactants: CCO, CC(C)c1ccc(S(=O)(=O)Cc2ccc(CC(N)=O)cc2)cc1, Cl, C1CCOC1. Product: CC(C)c1ccc(S(=O)(=O)Cc2ccc(CCN)cc2)cc1, Cl. RXN SMILES: [CH3:30][CH2:31][OH:32].[CH:1]([CH3:2])([CH3:3])[c:4]1[cH:5][cH:6][c:7]([S:10](=[O:11])(=[O:12])[CH2:13][c:14]2[cH:15][cH:16][c:17]([CH2:20][C:21](=[O:22])[NH2:23])[cH:18][cH:19]2)[cH:8][cH:9]1.[ClH:24].[O:25]1[CH2:26][CH2:27][CH2:28][CH2:29]1>>[CH:1]([CH3:2])([CH3:3])[c:4]1[cH:5][cH:6][c:7]([S:10](=[O:11])(=[O:12])[CH2:13][c:14]2[cH:15][cH:16][c:17]([CH2:20][CH2:21][NH2:23])[cH:18][cH:19]2)[cH:8][cH:9]1.[ClH:24]. Reactants: [Na] (sodium), [Cl-].[Na+] (sodium chloride), C1=CC=CC=2C3=CC=CC=C3C(C(C12)=O)=NO (9,10-phenanthrene-dione-9-oxime), C(C1=CC=CC=C1)(=O)Cl (benzoyl chloride). Solvent: CC(=O)C (acetone), CC(=O)C (acetone). Reaction conditions: time 15 minute. The product is C(C1=CC=CC=C1)(=O)ON=C1C2=CC=CC=C2C=2C=CC=CC2C1=O (9,10-phenanthrene-dione-9-benzoyl-oxime). As a reaction SMILES: [Na].[CH:2]1[C:15]2[C:14](=[O:16])[C:13](=[N:17][OH:18])[C:12]3[C:7](=[CH:8][CH:9]=[CH:10][CH:11]=3)[C:6]=2[CH:5]=[CH:4][CH:3]=1.[C:19](Cl)(=[O:26])[C:20]1[CH:25]=[CH:24][CH:23]=[CH:22][CH:21]=1.[Cl-].[Na+]>CC(C)=O>[C:19]([O:18][N:17]=[C:13]1[C:14](=[O:16])[C:15]2[CH:2]=[CH:3][CH:4]=[CH:5][C:6]=2[C:7]2[C:12]1=[CH:11][CH:10]=[CH:9][CH:8]=2)(=[O:26])[C:20]1[CH:25]=[CH:24][CH:23]=[CH:22][CH:21]=1 |f:3.4,^1:0|. Reported procedure: 24.6 g (0.1 mole) of the sodium salt of 9,10-phenanthrene-dione-9-oxime are suspended in 100 ml of acetone, whereupon a solution of 15.4 g (0.11 mole) of benzoyl chloride and 50 ml of acetone is added under stirring. A slightly exothermic reaction takes place, sodium chloride is precipitated and within about an hour a dark brown solution is formed. The reaction having been completed, the reaction mixture is heated to boiling for 15 minutes and evaporated in vacuo. Thus 28.2 g of 9,10-phenanthren... Starting materials: Cl.C(C)N(CCCCl)CC (3-diethylaminopropyl chloride hydrochloride), N1C=C(C2=CC=CC=C12)C1C(NC(N1)=O)=O (5-(indol-3-yl)hydantoin), [Na] (sodium). Solvent: CN(C)C=O (DMF), C(C)O (C2H5OH). Reaction conditions: time 18 hour. Yields the product C(C)N(CCCN1C(NC(C1=O)C1=CNC2=CC=CC=C12)=O)CC (3-(3-Diethylaminopropyl)-5-(indol-3-yl)hydantoin). As a reaction SMILES: [NH:1]1[C:9]2[C:4](=[CH:5][CH:6]=[CH:7][CH:8]=2)[C:3]([CH:10]2[NH:14][C:13](=[O:15])[NH:12][C:11]2=[O:16])=[CH:2]1.[Na].Cl.[CH2:19]([N:21]([CH2:26][CH3:27])[CH2:22][CH2:23][CH2:24]Cl)[CH3:20]>CN(C=O)C.C(O)C>[CH2:19]([N:21]([CH2:26][CH3:27])[CH2:22][CH2:23][CH2:24][N:12]1[C:11](=[O:16])[CH:10]([C:3]2[C:4]3[C:9](=[CH:8][CH:7]=[CH:6][CH:5]=3)[NH:1][CH:2]=2)[NH:14][C:13]1=[O:15])[CH3:20] |f:2.3,^1:16|. Procedure: A solution of 5-(indol-3-yl)hydantoin (5.2 g, 0.024 mole) in 100 ml of DMF was added to a solution of sodium (1.1 g) in 100 ml of anhydrous C2H5OH. The solution was warmed warmed 3-diethylaminopropyl chloride hydrochloride (4.5 g, 0.024 mole) was added and the mixture was heated to reflux with stirring for 18 hours, filtered and diluted with H2O. The crude free base (2.5 g) and oxalic acid (1.5 g) was dissolved in methanol and diluted with ethyl acetate. The solid was collected and dried, yield ...